Dataset: the Open Reaction Database (ORD), a public repository of structured organic reaction records. Task: describe an organic reaction: reactants, conditions, products, and yield The reactants are O=C([O-])[O-], C#CCBr, CN(C)C=O, CCO, [K+], [K+], O=C1c2ccccc2C(=O)N1O. Yields the product C#CCON1C(=O)c2ccccc2C1=O. Reaction SMILES: [C:17](=[O:18])([O-:19])[O-:20].[CH2:13]([C:14]#[CH:15])[Br:16].[CH3:23][N:24]([CH3:25])[CH:26]=[O:27].[CH3:28][CH2:29][OH:30].[K+:21].[K+:22].[OH:1][N:2]1[C:3](=[O:12])[c:4]2[c:5]([cH:8][cH:9][cH:10][cH:11]2)[C:6]1=[O:7]>>[O:1]([N:2]1[C:3](=[O:12])[c:4]2[c:5]([cH:8][cH:9][cH:10][cH:11]2)[C:6]1=[O:7])[CH2:15][C:14]#[CH:13]. Starting materials: C(C(=O)Cl)(=O)Cl (oxalyl chloride), C(CCC)(=O)C=1C(CC(CC1O)C1CSCCC1)=O (2-butyryl-3-hydroxy-5-(tetrahydrothiopyran-3-yl)cyclohex-2-en-1-one). Run in C(C)(C)(C)OC (methyl tert.-butyl ether). Conditions: time 16 hour. Product: C(CCC)(=O)C=1C(CC(CC1Cl)C1CSCCC1)=O (2-butyryl-3-chloro-5-(tetrahydrothiopyran-3-yl)cyclohex-2-en-1-one). The yield is 84.0%. As a reaction SMILES: [C:1]([Cl:6])(=O)[C:2](Cl)=O.[C:7]([C:12]1[C:13](=[O:25])[CH2:14][CH:15]([CH:19]2[CH2:24][CH2:23][CH2:22][S:21][CH2:20]2)CC=1O)(=[O:11])[CH2:8][CH2:9][CH3:10]>C(OC)(C)(C)C>[C:7]([C:12]1[C:13](=[O:25])[CH2:14][CH:15]([CH:19]2[CH2:24][CH2:23][CH2:22][S:21][CH2:20]2)[CH2:2][C:1]=1[Cl:6])(=[O:11])[CH2:8][CH2:9][CH3:10]. Procedure details: 420 ml of oxalyl chloride were added at 0° to 5° C. to 141.2 g (0.5 mol) of 2-butyryl-3-hydroxy-5-(tetrahydrothiopyran-3-yl)cyclohex-2-en-1-one, and the mixture was stirred at room temperature for 16 hours and concentrated. The oil obtained was treated with methyl tert.-butyl ether, and the resulting solid was filtered off with suction and dried. This gave 125.9 g (84% yield) of 2-butyryl-3-chloro-5-(tetrahydrothiopyran-3-yl)cyclohex-2-en-1-one having a melting point of 97° C. (decomposition) (c... Reactants: COc1cc2c(Nc3cc(NC(=O)c4ccnc(N5CCOCC5)c4)ccc3C)ncnc2cc1OCc1ccccc1, Cl, Cl, O=C(O)C(F)(F)F. Yields the product COc1cc2c(Nc3cc(NC(=O)c4ccnc(N5CCOCC5)c4)ccc3C)ncnc2cc1O. RXN SMILES: [CH2:3]([c:4]1[cH:5][cH:6][cH:7][cH:8][cH:9]1)[O:10][c:11]1[c:12]([O:44][CH3:45])[cH:13][c:14]2[c:15]([NH:21][c:22]3[c:23]([CH3:43])[cH:24][cH:25][c:26]([NH:28][C:29](=[O:30])[c:31]4[cH:32][c:33]([N:37]5[CH2:38][CH2:39][O:40][CH2:41][CH2:42]5)[n:34][cH:35][cH:36]4)[cH:27]3)[n:16][cH:17][n:18][c:19]2[cH:20]1.[ClH:1].[ClH:2].[OH:46][C:47]([C:48]([F:49])([F:50])[F:51])=[O:52]>>[OH:10][c:11]1[c:12]([O:44][CH3:45])[cH:13][c:14]2[c:15]([NH:21][c:22]3[c:23]([CH3:43])[cH:24][cH:25][c:26]([NH:28][C:29](=[O:30])[c:31]4[cH:32][c:33]([N:37]5[CH2:38][CH2:39][O:40][CH2:41][CH2:42]5)[n:34][cH:35][cH:36]4)[cH:27]3)[n:16][cH:17][n:18][c:19]2[cH:20]1. Product: C(C)OC(=O)[C@@H](CCC1=CC=CC=C1)N[C@@H]1C(N([C@@H](CSC1)C1=CC=CC=C1)CC(=O)OC(C)(C)C)=O (t-Butyl α-[6(R)-[1(R)-ethoxycarbonyl-3-phenylpropylamino]-5-oxo-3(R)-phenylperhydro-1,4-thiazepin-4-yl]acetate). Solvent: CN(C=O)C (dimethylformamide). RXN SMILES: C(=O)([O-])[O-].[Na+].[Na+].[NH2:7][C@H:8]1[CH2:14][S:13][CH2:12][C@@H:11]([C:15]2[CH:20]=[CH:19][CH:18]=[CH:17][CH:16]=2)[N:10]([CH2:21][C:22]([O:24][C:25]([CH3:28])([CH3:27])[CH3:26])=[O:23])[C:9]1=[O:29].BrC(CC[CH2:39][CH2:40][C:41]1[CH:46]=[CH:45][CH:44]=[CH:43][CH:42]=1)C(OCC)=O.[Cl-].[Na+].[C:49]([O:52][CH2:53][CH3:54])(=[O:51])[CH3:50]>CN(C)C=O>[CH2:53]([O:52][C:49]([C@H:50]([NH:7][C@H:8]1[CH2:14][S:13][CH2:12][C@@H:11]([C:15]2[CH:20]=[CH:19][CH:18]=[CH:17][CH:16]=2)[N:10]([CH2:21][C:22]([O:24][C:25]([CH3:26])([CH3:28])[CH3:27])=[O:23])[C:9]1=[O:29])[CH2:39][CH2:40][C:41]1[CH:46]=[CH:45][CH:44]=[CH:43][CH:42]=1)=[O:51])[CH3:54] |f:0.1.2,5.6|. Procedure details: 2.4 g of sodium carbonate were added to a mixture of 1.1 g of t-butyl α-[6(R)-amino-5-oxo-3(R)-phenylperhydro-1,4-thiazepin-4-yl]acetate [prepared as described in step (g) above]]and 1.4 g of ethyl 2-bromo-4-phenethylbutyrate dissolved in 15 ml of dimethylformamide, and this mixture was stirred for 15 hours at 65° C. The reaction mixture was then dissolved in ethyl acetate and an aqueous sodium chloride solution. The ethyl acetate layer was separated, washed with water and dried over anhydrous m... Reactants: [Cl-].[Na+] (sodium chloride), C([O-])([O-])=O.[Na+].[Na+] (sodium carbonate), N[C@@H]1C(N([C@@H](CSC1)C1=CC=CC=C1)CC(=O)OC(C)(C)C)=O (t-butyl α-[6(R)-amino-5-oxo-3(R)-phenylperhydro-1,4-thiazepin-4-yl]acetate), C(C)(=O)OCC (ethyl acetate), BrC(C(=O)OCC)CCCCC1=CC=CC=C1 (ethyl 2-bromo-4-phenethylbutyrate). Reaction conditions: temperature 65 celsius, time 15 hour. Starting materials: Cc1cc(C2=NOC(c3cc(Cl)cc(Cl)c3)(C(F)(F)F)C2)ccc1C(=O)Cl, N, C1CCOC1, O. Yields the product Cc1cc(C2=NOC(c3cc(Cl)cc(Cl)c3)(C(F)(F)F)C2)ccc1C(N)=O. As a reaction SMILES: [Cl:1][c:2]1[cH:3][c:4]([C:9]2([C:24]([F:25])([F:26])[F:27])[CH2:10][C:11]([c:14]3[cH:15][c:16]([CH3:23])[c:17]([C:18](=[O:19])[Cl:20])[cH:21][cH:22]3)=[N:12][O:13]2)[cH:5][c:6]([Cl:8])[cH:7]1.[NH3:29].[O:30]1[CH2:31][CH2:32][CH2:33][CH2:34]1.[OH2:28]>>[Cl:1][c:2]1[cH:3][c:4]([C:9]2([C:24]([F:25])([F:26])[F:27])[CH2:10][C:11]([c:14]3[cH:15][c:16]([CH3:23])[c:17]([C:18](=[O:19])[NH2:29])[cH:21][cH:22]3)=[N:12][O:13]2)[cH:5][c:6]([Cl:8])[cH:7]1.